From a dataset of the Open Reaction Database (ORD), a public repository of structured organic reaction records. describe an organic reaction: reactants, conditions, products, and yield Reaction SMILES: [CH2:1]([OH:12])[CH:2]1[O:8][C:6](=[O:7])[CH:5]([OH:9])[CH:4]([OH:10])[CH:3]1[OH:11].[O:13]=[O:14]>>[OH:13][OH:14].[CH2:1]([OH:12])[C@@H:2]([OH:8])[C@@H:3]([OH:11])[C@H:4]([OH:10])[C:5]([C:6]([OH:13])=[O:7])=[O:9].[CH2:4]([OH:10])[C@@H:3]([OH:11])[C@H:2]1[O:8][C:6](=[O:7])[C:5]([OH:9])=[C:1]1[OH:12]. Reported procedure: A process for producing hydrogen peroxide and 2-keto-D-gluconic acid, comprising, reacting D-glucose in aqueous solution with oxygen and glucose-1-oxidase to catalize oxidation of the first carbon of the D-glucose and produce D-glucono-δ-lactone, reacting the D-glucono-δ-lactone in aqueous solution with oxygen and pyranose-2-oxidase to catalyze oxidation of the second carbon of the D-glucono-δ-lactone and produce hydrogen peroxide, 2-keto-D-gluconic acid, and D-isoascorbic acid, and recovering t... The product is OO (hydrogen peroxide), C([C@H]([C@H]([C@@H](C(=O)C(=O)O)O)O)O)O (2-keto-D-gluconic acid), C([C@H]([C@@H]1C(=C(C(=O)O1)O)O)O)O (D-isoascorbic acid). The reactants are O=O (oxygen), pyranose-2, C(C1C(C(C(C(=O)O1)O)O)O)O (D-glucono-δ-lactone), C(C1C(C(C(C(=O)O1)O)O)O)O (D-glucono-δ-lactone).